This data is from the Open Reaction Database (ORD), a public repository of structured organic reaction records. The task is: describe an organic reaction: reactants, conditions, products, and yield The reactants are O.[OH-].[Li+] (Lithium hydroxide monohydrate), [I-].C1(=CC=CC=C1)NC(NCCC[NH+](CCCC1=CC=C(C=C1)C(=O)OC)CCC1=CC=C(C=C1)Cl)=O ([3-(phenylureido)propyl][2-(4 chlorophenyl)ethyl][4-(methoxycarbonyl)benzyl]ethylammonium iodide). Run in O.CO (water methanol). Conditions: time 26 hour. Product: [I-].C1(=CC=CC=C1)NC(NCCC[NH+](CCCC1=CC=C(C=C1)C(=O)O)CCC1=CC=C(C=C1)Cl)=O ([3-(phenylureido)propyl][2-(4-chlorophenyl)ethyl][4-(carboxy)benzyl]ethylammonium iodide). The yield is 69.4%. Reaction SMILES: O.[OH-].[Li+].[I-:4].[C:5]1([NH:11][C:12](=[O:40])[NH:13][CH2:14][CH2:15][CH2:16][NH+:17]([CH2:31][CH2:32][C:33]2[CH:38]=[CH:37][C:36]([Cl:39])=[CH:35][CH:34]=2)[CH2:18][CH2:19][CH2:20][C:21]2[CH:26]=[CH:25][C:24]([C:27]([O:29]C)=[O:28])=[CH:23][CH:22]=2)[CH:10]=[CH:9][CH:8]=[CH:7][CH:6]=1>O.CO>[I-:4].[C:5]1([NH:11][C:12](=[O:40])[NH:13][CH2:14][CH2:15][CH2:16][NH+:17]([CH2:31][CH2:32][C:33]2[CH:34]=[CH:35][C:36]([Cl:39])=[CH:37][CH:38]=2)[CH2:18][CH2:19][CH2:20][C:21]2[CH:26]=[CH:25][C:24]([C:27]([OH:29])=[O:28])=[CH:23][CH:22]=2)[CH:6]=[CH:7][CH:8]=[CH:9][CH:10]=1 |f:0.1.2,3.4,5.6,7.8|. Procedure: Lithium hydroxide monohydrate (4 mg, 0.095 mmol) was added to a solution of [3-(phenylureido)propyl][2-(4 chlorophenyl)ethyl][4-(methoxycarbonyl)benzyl]ethylammonium iodide (28 mg, 0.044 mmol) in 10% water/methanol (1.3 ml). After stirring at RT for 26 h, the reaction mixture was concentrated under vacuum to dryness. The residue was adsorbed on a plate of silica gel and then developed with 33% methanol/chloroform to afford [3-(phenylureido)propyl][2-(4-chlorophenyl)ethyl][4-(carboxy)benzyl]ethyl... The reactants are BrC=1C=C(C=CC1)C1CC(=NN1C1=C(C=CC=C1)Cl)C(C(F)(F)F)(F)F (5-(3-Bromo-phenyl)-1-(2-chloro-phenyl)-3-pentafluoroethyl-4,5-dihydro-1H-pyrazole), C(=O)(OC(C)(C)C)N1CCNCCC1 (1-BOC-homopiperazine), C=1C=CC(=CC1)P(C=2C=CC=CC2)C3=CC=C4C=CC=CC4=C3C5=C6C=CC=CC6=CC=C5P(C=7C=CC=CC7)C=8C=CC=CC8 (BINAP), CC(C)([O-])C.[Na+] (sodium t-butoxide). Reagents/catalysts: C=1C=CC(=CC1)/C=C/C(=O)/C=C/C2=CC=CC=C2.C=1C=CC(=CC1)/C=C/C(=O)/C=C/C2=CC=CC=C2.C=1C=CC(=CC1)/C=C/C(=O)/C=C/C2=CC=CC=C2.[Pd].[Pd] (Pd2(dba)3). The solvent is C1(=CC=CC=C1)C (toluene). Conditions: temperature 100 celsius, time 12 hour. Product: C(=O)(OC(C)(C)C)N1CCN(CCC1)C=1C=C(C=CC1)C1CC(=NN1C1=C(C=CC=C1)Cl)C(C(F)(F)F)(F)F (5-[3-(4-BOC-homopiperazin-1-yl)-phenyl]-1-(2-chloro-phenyl)-3-pentafluoroethyl-4,5-dihydro-1H-pyrazole). The yield is 68.6%. RXN SMILES: Br[C:2]1[CH:3]=[C:4]([CH:8]2[N:12]([C:13]3[CH:18]=[CH:17][CH:16]=[CH:15][C:14]=3[Cl:19])[N:11]=[C:10]([C:20]([F:26])([F:25])[C:21]([F:24])([F:23])[F:22])[CH2:9]2)[CH:5]=[CH:6][CH:7]=1.[C:27]([N:34]1[CH2:40][CH2:39][CH2:38][NH:37][CH2:36][CH2:35]1)([O:29][C:30]([CH3:33])([CH3:32])[CH3:31])=[O:28].C1C=CC(P(C2C(C3C(P(C4C=CC=CC=4)C4C=CC=CC=4)=CC=C4C=3C=CC=C4)=C3C(C=CC=C3)=CC=2)C2C=CC=CC=2)=CC=1.CC(C)([O-])C.[Na+]>C1C=CC(/C=C/C(/C=C/C2C=CC=CC=2)=O)=CC=1.C1C=CC(/C=C/C(/C=C/C2C=CC=CC=2)=O)=CC=1.C1C=CC(/C=C/C(/C=C/C2C=CC=CC=2)=O)=CC=1.[Pd].[Pd].C1(C)C=CC=CC=1>[C:27]([N:34]1[CH2:40][CH2:39][CH2:38][N:37]([C:2]2[CH:3]=[C:4]([CH:8]3[N:12]([C:13]4[CH:18]=[CH:17][CH:16]=[CH:15][C:14]=4[Cl:19])[N:11]=[C:10]([C:20]([F:26])([F:25])[C:21]([F:24])([F:23])[F:22])[CH2:9]3)[CH:5]=[CH:6][CH:7]=2)[CH2:36][CH2:35]1)([O:29][C:30]([CH3:33])([CH3:32])[CH3:31])=[O:28] |f:3.4,5.6.7.8.9|. Procedure details: 5-(3-Bromo-phenyl)-1-(2-chloro-phenyl)-3-pentafluoroethyl-4,5-dihydro-1H-pyrazole (650.0 mg, 1.4 mmol) prepared in Step 1 of Preparation 6, 1-BOC-homopiperazine (432.0 mg, 2.2 mmol), Pd2(dba)3 (66.0 mg, cat.), BINAP (90.0 mg, cat.) and sodium t-butoxide (250.0 mg, 2.6 mmol) were added to toluene (10.0 mL). The reaction mixture was stirred at 100° C. for 12 hours and then filtered through celite pad. A saturated solution of ammonium chloride was added to the filtrate, which was then extracted wit...